Dataset: the Open Reaction Database (ORD), a public repository of structured organic reaction records. Task: describe an organic reaction: reactants, conditions, products, and yield The reactants are BrC(Br)(Br)Br, ClCCl, CCOP(=O)(OCC)c1ccc(-c2nc3c(N)c(F)cc(CCCCO)c3n2CC(C)C)o1, c1ccc(P(c2ccccc2)c2ccccc2)cc1. Yields the product CCOP(=O)(OCC)c1ccc(-c2nc3c(N)c(F)cc(CCCCBr)c3n2CC(C)C)o1. As a reaction SMILES: [Br:53][C:54]([Br:55])([Br:56])[Br:57].[Cl:58][CH2:59][Cl:60].[NH2:1][c:2]1[c:3]([F:33])[cH:4][c:5]([CH2:28][CH2:29][CH2:30][CH2:31][OH:32])[c:6]2[n:7]([CH2:24][CH:25]([CH3:26])[CH3:27])[c:8](-[c:11]3[cH:12][cH:13][c:14]([P:16](=[O:17])([O:18][CH2:19][CH3:20])[O:21][CH2:22][CH3:23])[o:15]3)[n:9][c:10]12.[c:34]1([P:35]([c:36]2[cH:37][cH:38][cH:39][cH:40][cH:41]2)[c:42]2[cH:43][cH:44][cH:45][cH:46][cH:47]2)[cH:48][cH:49][cH:50][cH:51][cH:52]1>>[NH2:1][c:2]1[c:3]([F:33])[cH:4][c:5]([CH2:28][CH2:29][CH2:30][CH2:31][Br:53])[c:6]2[n:7]([CH2:24][CH:25]([CH3:26])[CH3:27])[c:8](-[c:11]3[cH:12][cH:13][c:14]([P:16](=[O:17])([O:18][CH2:19][CH3:20])[O:21][CH2:22][CH3:23])[o:15]3)[n:9][c:10]12.